This data is from the Open Reaction Database (ORD), a public repository of structured organic reaction records. The task is: describe an organic reaction: reactants, conditions, products, and yield As a reaction SMILES: [Cl:1][C:2]1[CH:3]=[C:4]([NH:9][C:10]([N:12]2[CH2:17][CH2:16][N:15]([CH2:18][C@@H:19]3[CH2:24][CH2:23][CH2:22][N:21]([CH2:25][CH2:26][OH:27])[CH2:20]3)[CH2:14][CH2:13]2)=[O:11])[CH:5]=[CH:6][C:7]=1[Cl:8].[C:28]1(O)[CH:33]=[CH:32][CH:31]=[CH:30][CH:29]=1.P(CCCC)(CCCC)CCCC>>[Cl:1][C:2]1[CH:3]=[C:4]([NH:9][C:10]([N:12]2[CH2:17][CH2:16][N:15]([CH2:18][C@@H:19]3[CH2:24][CH2:23][CH2:22][N:21]([CH2:25][CH2:26][O:27][C:28]4[CH:33]=[CH:32][CH:31]=[CH:30][CH:29]=4)[CH2:20]3)[CH2:14][CH2:13]2)=[O:11])[CH:5]=[CH:6][C:7]=1[Cl:8]. Procedure: N-(3,4-Dichlorophenyl)-4-{[(3S)-1-(2-hydroxyethyl)piperidin-3-yl]methyl}piperazine-1-carboxamide (250 mg, 0.62 mmols) and phenol (58.35 mg, 0.62 mmols) were stirred at room temperature under an atmosphere of argon before addition of P(Bu)3 (0.30 ml, 1.24 mmols) and 1,1-azodicarbonyl dipiperidine (312 mg, 1.24 mmols). This reaction mixture was stirred at room temperature overnight under an argon atmosphere. The reaction mixture was washed using brine and the organic layer dried (MgSO4) filtered t... Run at time 8 hour. Yields the product ClC=1C=C(C=CC1Cl)NC(=O)N1CCN(CC1)C[C@H]1CN(CCC1)CCOC1=CC=CC=C1 (N-(3,4-Dichlorophenyl)-4-{[(3S)-1-(2-phenoxyethyl)piperidin-3-yl]methyl}piperazine-1-carboxamide). Isolated yield 21.5%. Starting materials: ClC=1C=C(C=CC1Cl)NC(=O)N1CCN(CC1)C[C@H]1CN(CCC1)CCO (N-(3,4-Dichlorophenyl)-4-{[(3S)-1-(2-hydroxyethyl)piperidin-3-yl]methyl}piperazine-1-carboxamide), C1(=CC=CC=C1)O (phenol), P(CCCC)(CCCC)CCCC (P(Bu)3), 1,1-azodicarbonyl dipiperidine.